This data is from the Open Reaction Database (ORD), a public repository of structured organic reaction records. The task is: describe an organic reaction: reactants, conditions, products, and yield Reactants: SC=1NC2=C(N1)C=CC=C2 (2-mercaptobenzimidazole), [OH-].[Na+] (NaOH), [H-].[Na+] (sodium hydride), resultant solution, C(\C=C(/C)\CCC=C(C)C)Cl (geranyl chloride). Solvent: CN(C=O)C (DMF), CN(C=O)C (dimethylformamide). Reaction conditions: time 5 hour. The product is C\C(=C/CSC1=NC2=C(N1)C=CC=C2)\CCC=C(C)C (2-[(3,7-dimethyl-2,6(E)-octadienyl)-thio]-1H-1,3-benzimidazole). Yield: 110.0%. As a reaction SMILES: [H-].[Na+].[SH:3][C:4]1[NH:5][C:6]2[CH:12]=[CH:11][CH:10]=[CH:9][C:7]=2[N:8]=1.[CH2:13](Cl)/[CH:14]=[C:15](/[CH2:17][CH2:18][CH:19]=[C:20]([CH3:22])[CH3:21])\[CH3:16].[OH-].[Na+]>CN(C)C=O>[CH3:16]/[C:15](/[CH2:17][CH2:18][CH:19]=[C:20]([CH3:22])[CH3:21])=[CH:14]\[CH2:13][S:3][C:4]1[NH:8][C:7]2[CH:9]=[CH:10][CH:11]=[CH:12][C:6]=2[N:5]=1 |f:0.1,4.5|. Reported procedure: To a suspension of sodium hydride (NaH) (0.69 g, 30 mmol) in dimethylformamide (DMF) (100 mL) was added 2-mercaptobenzimidazole (4.5 g, 10 mmol) in DMF (20 mL) at 0° C. under N2. To the resultant solution was added geranyl chloride (5.16 g, 10 mmol) over 30 minutes. The reaction was stirred for five hours at ambient temperature under N2 then treated with 2N NaOH and extracted with diethyl ether (Et2O). The Et2O extract was washed with saturated NaCl, concentrated in vacuo, dissolved in methylene... Reactants: NC=1C(=NC(=C(C(=O)O)C1)OCC)OCC (5-Amino-2,6-diethoxynicotinic Acid), C1(=CC=CC=C1)C1=NOC(=C1)CN1CCC(CC1)CN (1-{1-[(3-phenyl-5-isoxazolyl)methyl]-4-piperidinyl}methanamine). Product: NC=1C(=NC(=C(C(=O)NCC2CCN(CC2)CC2=CC(=NO2)C2=CC=CC=C2)C1)OCC)OCC (5-Amino-2,6-diethoxy-N-((1-((3-phenylisoxazol-5-yl)methyl)piperidin-4-yl)methyl)nicotinamide). As a reaction SMILES: [NH2:1][C:2]1[C:3]([O:14][CH2:15][CH3:16])=[N:4][C:5]([O:11][CH2:12][CH3:13])=[C:6]([CH:10]=1)[C:7]([OH:9])=O.[C:17]1([C:23]2[CH:27]=[C:26]([CH2:28][N:29]3[CH2:34][CH2:33][CH:32]([CH2:35][NH2:36])[CH2:31][CH2:30]3)[O:25][N:24]=2)[CH:22]=[CH:21][CH:20]=[CH:19][CH:18]=1>>[NH2:1][C:2]1[C:3]([O:14][CH2:15][CH3:16])=[N:4][C:5]([O:11][CH2:12][CH3:13])=[C:6]([CH:10]=1)[C:7]([NH:36][CH2:35][CH:32]1[CH2:31][CH2:30][N:29]([CH2:28][C:26]2[O:25][N:24]=[C:23]([C:17]3[CH:22]=[CH:21][CH:20]=[CH:19][CH:18]=3)[CH:27]=2)[CH2:34][CH2:33]1)=[O:9]. Procedure details: According to the same procedure described in Example 225, using the compound prepared in Example 298 instead of 4-amino-5-cyano-6-ethoxypicolinic acid, and using the compound prepared in Example 9 instead of tert-butyl 4-(aminomethyl)piperidine-1-carboxylate, the title compound having the following physical data was obtained. Starting materials: CCCN1CC(N)CC2c3cccc4[nH]c(C)c(c34)CC21, CC(=O)OC(C)=O, O=CO, ClCCl, N, C1CCOC1. Yields the product CCCN1CC(NC=O)CC2c3cccc4[nH]c(C)c(c34)CC21. Reaction SMILES: [CH3:1][c:2]1[c:3]2[c:17]3[c:11]([cH:12][cH:13][cH:14][c:15]3[nH:16]1)[CH:10]1[CH:5]([CH2:4]2)[N:6]([CH2:19][CH2:20][CH3:21])[CH2:7][CH:8]([NH2:18])[CH2:9]1.[CH3:25][C:26]([O:27][C:28](=[O:29])[CH3:30])=[O:31].[CH:22](=[O:23])[OH:24].[Cl:38][CH2:39][Cl:40].[NH3:32].[O:33]1[CH2:34][CH2:35][CH2:36][CH2:37]1>>[CH3:1][c:2]1[c:3]2[c:17]3[c:11]([cH:12][cH:13][cH:14][c:15]3[nH:16]1)[CH:10]1[CH:5]([CH2:4]2)[N:6]([CH2:19][CH2:20][CH3:21])[CH2:7][CH:8]([NH:18][CH:22]=[O:23])[CH2:9]1.